Dataset: the Open Reaction Database (ORD), a public repository of structured organic reaction records. Task: describe an organic reaction: reactants, conditions, products, and yield RXN SMILES: [B:1]([Br:2])([Br:3])[Br:4].[Cl:28][CH2:29][Cl:30].[NH2:5][c:6]1[c:7]([O:26][CH3:27])[c:8]2[c:9]([n:10](-[c:14]3[c:15]([F:21])[cH:16][c:17]([I:20])[cH:18][cH:19]3)[c:11](=[O:13])[nH:12]2)[c:22]([F:25])[c:23]1[F:24]>>[NH2:5][c:6]1[c:7]([OH:26])[c:8]2[c:9]([n:10](-[c:14]3[c:15]([F:21])[cH:16][c:17]([I:20])[cH:18][cH:19]3)[c:11](=[O:13])[nH:12]2)[c:22]([F:25])[c:23]1[F:24]. Starting materials: BrB(Br)Br, ClCCl, COc1c(N)c(F)c(F)c2c1[nH]c(=O)n2-c1ccc(I)cc1F. Product: Nc1c(F)c(F)c2c([nH]c(=O)n2-c2ccc(I)cc2F)c1O. Reactants: NC1=NC=CC(=C1)C(C)(C)C (2-Amino-4-tert-butylpyridine), C(C)(C)(C)OC(=O)N1CCC(CC1)CC(=O)Br (1-t-butyloxycarbonyl-4-(1-bromo-formylmethyl)piperidine), C(C)(C)(C)OC(=O)N1CCC(CC1)CC(=O)Br (1-t-butyloxycarbonyl-4-(1-bromo-formylmethyl)piperidine). The solvent is C(C)O (ethanol). Product: C(C)(C)(C)OC(=O)N1CCC(CC1)C1=CN=C2N1C=CC(=C2)C(C)(C)C (1-(tert-Butoxycarbonyl)-4-(7-tert-butylimidazo[1,2-a]pyridin-3-yl)piperidine). RXN SMILES: [NH2:1][C:2]1[CH:7]=[C:6]([C:8]([CH3:11])([CH3:10])[CH3:9])[CH:5]=[CH:4][N:3]=1.[C:12]([O:16][C:17]([N:19]1[CH2:24][CH2:23][CH:22]([CH2:25][C:26](Br)=O)[CH2:21][CH2:20]1)=[O:18])([CH3:15])([CH3:14])[CH3:13]>C(O)C>[C:12]([O:16][C:17]([N:19]1[CH2:24][CH2:23][CH:22]([C:25]2[N:3]3[CH:4]=[CH:5][C:6]([C:8]([CH3:11])([CH3:10])[CH3:9])=[CH:7][C:2]3=[N:1][CH:26]=2)[CH2:21][CH2:20]1)=[O:18])([CH3:15])([CH3:14])[CH3:13]. Procedure details: The title compound was prepared from 470 mg of 1-t-butyloxycarbonyl-4-(1-bromo-formylmethyl)piperidine (from Piperidine 1, Step C) and 277 mg of 2-amino-4-tert-butyl pyridine (from Step A) in 12 mL ethanol using a procedure analogous to that described in Piperidine 1, Step D to provide the title compound as a solid. Reactants: CC(=O)OO, COc1ccc2cc(C(C)C=O)ccc2c1, CC(=O)O, CCOC(C)=O, [O-][n+]1ccccc1. The product is COc1ccc2cc(C(C)C(=O)O)ccc2c1. RXN SMILES: [C:28]([O:29][OH:30])(=[O:31])[CH3:32].[CH3:1][O:2][c:3]1[cH:4][c:5]2[cH:6][cH:7][c:8]([CH:13]([CH:14]=[O:15])[CH3:16])[cH:9][c:10]2[cH:11][cH:12]1.[CH3:24][C:25](=[O:26])[OH:27].[CH3:33][CH2:34][O:35][C:36](=[O:37])[CH3:38].[O-:17][n+:18]1[cH:19][cH:20][cH:21][cH:22][cH:23]1>>[CH3:1][O:2][c:3]1[cH:4][c:5]2[cH:6][cH:7][c:8]([CH:13]([C:14]([OH:15])=[O:17])[CH3:16])[cH:9][c:10]2[cH:11][cH:12]1. Starting materials: [OH-].[Na+] (sodium hydroxide), C1(=CC=CC=C1)NC=1C(C(=O)O)=CC=CC1 (N-phenyl anthranilic acid), C(C)(=O)OC(C)=O (acetic anhydride), ice water. Run in C(C)(=O)O (acetic acid). Yields the product OC1=CC(N(C2=CC=CC=C12)C1=CC=CC=C1)=O (4-Hydroxy-1-phenyl carbostyril). As a reaction SMILES: [C:1]1([NH:7][C:8]2[C:9](=[CH:13][CH:14]=[CH:15][CH:16]=2)[C:10]([OH:12])=O)[CH:6]=[CH:5][CH:4]=[CH:3][CH:2]=1.[C:17](OC(=O)C)(=[O:19])[CH3:18].[OH-].[Na+]>C(O)(=O)C>[OH:12][C:10]1[C:9]2[C:8](=[CH:16][CH:15]=[CH:14][CH:13]=2)[N:7]([C:1]2[CH:2]=[CH:3][CH:4]=[CH:5][CH:6]=2)[C:17](=[O:19])[CH:18]=1 |f:2.3|. Procedure details: A solution of N-phenyl anthranilic acid (30.1g.; 0.146 mole) and acetic anhydride (74 ml.) in glacial acetic acid (74 ml.) was refluxed for 4 hrs. The resulting red solution was cooled, poured onto crushed ice-water (600 ml) and brought to pH 9 with dilute sodium hydroxide solution. After filtration the clear liquid was taken to pH 5 with hydrochloric acid and the white solid filtered off and dried, m.p. (AcOH) 298°-300° C. (Found: C, 75.40; H, 4.58; N, 5.70; C15H11NO2 requires; C, 75.94; H, 4.6... The reactants are C(=O)(C(=O)OCC)NC=1C=C(C(C#N)=CC1[N+](=O)[O-])C#N (4-ethoxalylamino-5-nitrophthalonitrile), [H][H] (hydrogen). The reagents and catalysts are [Pd] (Pd-C). The solvent is CN(C=O)C (dimethylformamide). Yields the product C(#N)C=1C=C2NC(C(N(C2=CC1C#N)O)=O)=O (6,7-dicyano-1-hydroxy-quinoxaline-2,3(1H,4H)-dione). The yield is 57.9%. Reaction SMILES: [C:1]([NH:8][C:9]1[CH:10]=[C:11]([C:20]#[N:21])[C:12](=[CH:15][C:16]=1[N+:17]([O-])=[O:18])[C:13]#[N:14])([C:3](OCC)=[O:4])=[O:2].[H][H]>CN(C)C=O.[Pd]>[C:20]([C:11]1[CH:10]=[C:9]2[C:16](=[CH:15][C:12]=1[C:13]#[N:14])[N:17]([OH:18])[C:3](=[O:4])[C:1](=[O:2])[NH:8]2)#[N:21]. Procedure: A solution of 0.8 g (3.03 mmol) 4-ethoxalylamino-5-nitrophthalonitrile in 50 ml dimethylformamide was hydrogenated at atm. pressure by using 25 mg 5% Pd-C as a catalyst. When the hydrogen uptake had ceased, the reaction mixture was filtered and evaporated in vacuo. The residue was recrystallized (dimethylformamide-water) to give 0.4 g (66%) of 6,7-dicyano-1-hydroxy-quinoxaline-2,3(1H,4H)-dione. M.p. decomp. 1H-NMR (DMSO-d6): 7.97 (1H, s), 7.57 (1H, s). MS (m/e): 228 (M+, 80%). Reactants: CCNC(=O)C1CC(F)CN1, COc1ccccc1C1(Cl)C(=O)Nc2ccc(Cl)cc21. Product: CCNC(=O)C1CC(F)CN1C1(c2ccccc2OC)C(=O)Nc2ccc(Cl)cc21. RXN SMILES: [CH2:21]([CH3:22])[NH:23][C:24]([CH:25]1[NH:26][CH2:27][CH:28]([F:30])[CH2:29]1)=[O:31].[Cl:1][C:2]1([c:13]2[c:14]([O:19][CH3:20])[cH:15][cH:16][cH:17][cH:18]2)[C:3](=[O:12])[NH:4][c:5]2[cH:6][cH:7][c:8]([Cl:11])[cH:9][c:10]21>>[C:2]1([c:13]2[c:14]([O:19][CH3:20])[cH:15][cH:16][cH:17][cH:18]2)([N:26]2[CH:25]([C:24]([NH:23][CH2:21][CH3:22])=[O:31])[CH2:29][CH:28]([F:30])[CH2:27]2)[C:3](=[O:12])[NH:4][c:5]2[cH:6][cH:7][c:8]([Cl:11])[cH:9][c:10]21. Reactants: CCN=C=NCCCN(C)C, CCOC(C)=O, Cn1c(-c2ccc(Cl)c3c2C(=O)NC3)cc2ccc(C(=O)O)cc21, CN(C)C=O, O, OCCN1CCNCC1. The product is Cn1c(-c2ccc(Cl)c3c2C(=O)NC3)cc2ccc(C(=O)N3CCN(CCO)CC3)cc21. RXN SMILES: [CH3:25][CH2:26][N:27]=[C:28]=[N:29][CH2:30][CH2:31][CH2:32][N:33]([CH3:34])[CH3:35].[CH3:51][CH2:52][O:53][C:54](=[O:55])[CH3:56].[Cl:1][c:2]1[c:3]2[c:7]([c:8](-[c:11]3[n:12]([CH3:23])[c:13]4[cH:14][c:15]([C:20](=[O:21])[OH:22])[cH:16][cH:17][c:18]4[cH:19]3)[cH:9][cH:10]1)[C:6](=[O:24])[NH:5][CH2:4]2.[O:46]=[CH:47][N:48]([CH3:49])[CH3:50].[OH2:45].[OH:36][CH2:37][CH2:38][N:39]1[CH2:40][CH2:41][NH:42][CH2:43][CH2:44]1>>[Cl:1][c:2]1[c:3]2[c:7]([c:8](-[c:11]3[n:12]([CH3:23])[c:13]4[cH:14][c:15]([C:20](=[O:22])[N:42]5[CH2:41][CH2:40][N:39]([CH2:38][CH2:37][OH:36])[CH2:44][CH2:43]5)[cH:16][cH:17][c:18]4[cH:19]3)[cH:9][cH:10]1)[C:6](=[O:24])[NH:5][CH2:4]2. Yield: 49.0%. Yields the product [N+](=O)([O-])C1=CC=2OCC(NC2N=C1)CO ((7-nitro-3,4-dihydro-2H-pyrido[3,2-b][1,4]oxazin-3-yl)methanol). Run at time 10 minute. Reaction SMILES: [NH2:1][C:2]1[C:7]([OH:8])=[CH:6][C:5]([N+:9]([O-:11])=[O:10])=[CH:4][N:3]=1.CN(C)C=O.C(=O)([O-])[O-].[K+].[K+].Br[CH2:24][CH:25]1[O:27][CH2:26]1>CCOC(C)=O>[N+:9]([C:5]1[CH:4]=[N:3][C:2]2[NH:1][CH:25]([CH2:26][OH:27])[CH2:24][O:8][C:7]=2[CH:6]=1)([O-:11])=[O:10] |f:2.3.4|. Solvent: CCOC(=O)C (EtOAc). Procedure details: Into a 75 mL sealed tube were combined 2-amino-3-hydroxy-5-nitropyridine (0.138 g, 0.000890 mol), N,N-dimethylformamide (4.1 mL) and potassium carbonate (0.39 g, 0.0028 mol). The mixture was allowed to stir at room temperature for 10 minutes then 1-bromo-2,3-epoxypropane (0.12 g, 0.00089 mol) was added in one portion. The flask was sealed, then heated to 110° C. and stirred overnight. After allowing to cool, the mixture was concentrated under vacuum to give a crude solid which was dissolved in E... Starting materials: NC1=NC=C(C=C1O)[N+](=O)[O-] (2-amino-3-hydroxy-5-nitropyridine), BrCC1CO1 (1-bromo-2,3-epoxypropane), CN(C=O)C (N,N-dimethylformamide), C([O-])([O-])=O.[K+].[K+] (potassium carbonate). Starting materials: C(C)(C)(C)OC(=O)NCC1=NC=C(C2=CC(=CC(=C12)OC)OC)C(=O)O (1-(tert-butoxycarbonylamino-methyl)-6,8-dimethoxy-isoquinoline-4-carboxylic acid), CNC(C)C1=CC=CC=C1 (methyl-(1-phenyl-ethyl)-amine). The product is C(C)(C)(C)OC(NCC1=NC=C(C2=CC(=CC(=C12)OC)OC)C(N(C(C)C1=CC=CC=C1)C)=O)=O ({6,8-dimethoxy-4-[methyl-(1-phenyl-ethyl)-carbamoyl]-isoquinolin-1-ylmethyl}-carbamic acid tert-butyl ester). As a reaction SMILES: [C:1]([O:5][C:6]([NH:8][CH2:9][C:10]1[C:19]2[C:14](=[CH:15][C:16]([O:22][CH3:23])=[CH:17][C:18]=2[O:20][CH3:21])[C:13]([C:24](O)=[O:25])=[CH:12][N:11]=1)=[O:7])([CH3:4])([CH3:3])[CH3:2].[CH3:27][NH:28][CH:29]([C:31]1[CH:36]=[CH:35][CH:34]=[CH:33][CH:32]=1)[CH3:30]>>[C:1]([O:5][C:6](=[O:7])[NH:8][CH2:9][C:10]1[C:19]2[C:14](=[CH:15][C:16]([O:22][CH3:23])=[CH:17][C:18]=2[O:20][CH3:21])[C:13]([C:24](=[O:25])[N:28]([CH3:27])[CH:29]([C:31]2[CH:36]=[CH:35][CH:34]=[CH:33][CH:32]=2)[CH3:30])=[CH:12][N:11]=1)([CH3:4])([CH3:2])[CH3:3]. Procedure details: As described in example 1E, 100 mg of 1-(tert-butoxycarbonylamino-methyl)-6,8-dimethoxy-isoquinoline-4-carboxylic acid was coupled with methyl-(1-phenyl-ethyl)-amine to give 112 mg of {6,8-dimethoxy-4-[methyl-(1-phenyl-ethyl)-carbamoyl]-isoquinolin-1-ylmethyl}-carbamic acid tert-butyl ester. MS: APCI (M+H) calc'd for C27H33N3O5+H 480.6; found 480.0. Starting materials: BrC1=C(C=C(C=C1)C1(O)[C@H](OC(C)=O)[C@@H](OC(C)=O)[C@H](OC(C)=O)[C@H](O1)COC(C)=O)COC1=CC=CC=C1 (1-bromo-4-(2,3,4,6-tetra-O-acetyl-D-glucopyranos-1-yl)-2-(phenoxymethyl)-benzene), [Cu]C#N (copper(I) cyanide). Solvent: CN1CCCC1=O (NMP). Product: O(C1=CC=CC=C1)CC1=C(C#N)C=CC(=C1)C1(O)[C@H](OC(C)=O)[C@@H](OC(C)=O)[C@H](OC(C)=O)[C@H](O1)COC(C)=O (2-(Phenoxymethyl)-4-(2,3,4,6-tetra-O-acetyl-D-glucopyranos-1-yl)-benzonitrile). Reaction SMILES: Br[C:2]1[CH:7]=[CH:6][C:5]([C:8]2([O:26][C@H:25]([CH2:27][O:28][C:29](=[O:31])[CH3:30])[C@@H:20]([O:21][C:22](=[O:24])[CH3:23])[C@H:15]([O:16][C:17](=[O:19])[CH3:18])[C@H:10]2[O:11][C:12](=[O:14])[CH3:13])[OH:9])=[CH:4][C:3]=1[CH2:32][O:33][C:34]1[CH:39]=[CH:38][CH:37]=[CH:36][CH:35]=1.[Cu][C:41]#[N:42]>CN1C(=O)CCC1>[O:33]([CH2:32][C:3]1[CH:4]=[C:5]([C:8]2([O:26][C@H:25]([CH2:27][O:28][C:29](=[O:31])[CH3:30])[C@@H:20]([O:21][C:22](=[O:24])[CH3:23])[C@H:15]([O:16][C:17](=[O:19])[CH3:18])[C@H:10]2[O:11][C:12](=[O:14])[CH3:13])[OH:9])[CH:6]=[CH:7][C:2]=1[C:41]#[N:42])[C:34]1[CH:35]=[CH:36][CH:37]=[CH:38][CH:39]=1. Procedure: Alternatively, the compound described above is synthesized starting from 1-bromo-4-(2,3,4,6-tetra-O-acetyl-D-glucopyranos-1-yl)-2-(phenoxymethyl)-benzene using copper(I) cyanide (2 equivalents) in NMP at 210° C.